Dataset: the Open Reaction Database (ORD), a public repository of structured organic reaction records. Task: describe an organic reaction: reactants, conditions, products, and yield The reactants are Br, CCSC(=N)N, COC(=O)CCc1ccc(N2CCN(C3CCNCC3)C2=O)cc1, CN(C)C=O, [Na+], [Na+], O=C([O-])[O-]. The product is COC(=O)CCc1ccc(N2CCN(C3CCN(C(=N)N)CC3)C2=O)cc1. Reaction SMILES: [BrH:25].[CH2:26]([S:27][C:29]([NH2:30])=[NH:31])[CH3:28].[CH3:1][O:2][C:3](=[O:4])[CH2:5][CH2:6][c:7]1[cH:8][cH:9][c:10]([N:13]2[C:14](=[O:24])[N:15]([CH:18]3[CH2:19][CH2:20][NH:21][CH2:22][CH2:23]3)[CH2:16][CH2:17]2)[cH:11][cH:12]1.[CH3:38][N:39]([CH3:40])[CH:41]=[O:42].[Na+:32].[Na+:33].[O-:34][C:35](=[O:36])[O-:37]>>[CH3:1][O:2][C:3](=[O:4])[CH2:5][CH2:6][c:7]1[cH:8][cH:9][c:10]([N:13]2[C:14](=[O:24])[N:15]([CH:18]3[CH2:19][CH2:20][N:21]([C:29](=[NH:30])[NH2:31])[CH2:22][CH2:23]3)[CH2:16][CH2:17]2)[cH:11][cH:12]1. Reactants: C(C)N=C=O (ethyl isocyanate), OC1=CC(NC=C1)=O (4-hydroxy-2-pyridone). The solvent is N1=CC=CC=C1 (pyridine). Conditions: time 1 hour. Product: C(C)NC(=O)N1C(C=C(C=C1)O)=O (1-ethylcarbamoyl-4-hydroxy-2-pyridone). Yield: 30.1%. RXN SMILES: [CH2:1]([N:3]=[C:4]=[O:5])[CH3:2].[OH:6][C:7]1[CH:12]=[CH:11][NH:10][C:9](=[O:13])[CH:8]=1>N1C=CC=CC=1>[CH2:1]([NH:3][C:4]([N:10]1[CH:11]=[CH:12][C:7]([OH:6])=[CH:8][C:9]1=[O:13])=[O:5])[CH3:2]. Procedure details: A 2.50 ml quantity of ethyl isocyanate was added to a suspension of 3.00 g of 4-hydroxy-2-pyridone in 20 ml of pyridine, and the mixture was stirred at room temperature for one hour. The solvent was distilled off and the residue was dissolved in 50 ml of ethyl acetate. The solution was washed twice with 30 ml of water. The ethyl acetate layer was dried on anhydrous sodium sulfate and concentrated. The concentrate was recrystallized from ethanol-ether, thereby producing 1.48 g of the title compou...